The task is: describe an organic reaction: reactants, conditions, products, and yield. This data is from the Open Reaction Database (ORD), a public repository of structured organic reaction records. Reactants: ClC=1C=C(C2=C(N=C(O2)CC2=CC(=C(C(=C2)C(C)(C)C)O)C(C)(C)C)C1)C#C (5-chloro-2-(3,5-di-t-butyl-4-hydroxy-benzyl)-7-ethynyl-benzoxazole), BrC1=NC=CC=C1 (2-bromo-pyridine). The reagents and catalysts are Cl[Pd]([P](C1=CC=CC=C1)(C2=CC=CC=C2)C3=CC=CC=C3)([P](C4=CC=CC=C4)(C5=CC=CC=C5)C6=CC=CC=C6)Cl (bis(triphenylphosphine)palladium(II) dichloride), [Cu]I (copper (I) iodide). Run in C(C)N(CC)CC (triethylamine). Product: N1=C(C=CC=C1)C1=CC=CC2=C1N=C(O2)C#C (pyridyl ethynyl benzoxazole). The yield is 224.0%. Reaction SMILES: Cl[C:2]1[CH:3]=[C:4](C#C)[C:5]2[O:9][C:8]([CH2:10][C:11]3C=C(C(C)(C)C)C(O)=C(C(C)(C)C)C=3)=[N:7][C:6]=2[CH:26]=1.Br[C:30]1[CH:35]=[CH:34][CH:33]=[CH:32][N:31]=1>C(N(CC)CC)C.Cl[Pd](Cl)([P](C1C=CC=CC=1)(C1C=CC=CC=1)C1C=CC=CC=1)[P](C1C=CC=CC=1)(C1C=CC=CC=1)C1C=CC=CC=1.[Cu]I>[N:31]1[CH:32]=[CH:33][CH:34]=[CH:35][C:30]=1[C:26]1[C:6]2[N:7]=[C:8]([C:10]#[CH:11])[O:9][C:5]=2[CH:4]=[CH:3][CH:2]=1 |^1:45,64|. Reported procedure: A suspension of 5-chloro-2-(3,5-di-t-butyl-4-hydroxy-benzyl)-7-ethynyl-benzoxazole (2.38 g, 6.0 mmol), 2-bromo-pyridine (0.66 ml, 98%, 6.6 mmol), bis(triphenylphosphine)palladium(II) dichloride (21.1 mg, 30 μmol) and copper (I) iodide (1.2 mg, 6 μmol) in triethylamine (12 ml) was heated at 90EC, under argon, for 1.5 hours. The triethylamine was removed in-vacuo and the residue dissolved in ether (100 ml). The organics were washed with water (50 ml), 1 N HCl (100 ml) and saturated aqueous sodium ... The reactants are [Cl-].[NH4+] (ammonium chloride), C(CCl)Cl (EDC), CNC (dimethylamine), ClC1=CC=C(C(=N1)C(=O)O)C(F)(F)F (6-chloro-3-(trifluoromethyl)pyridine-2-carboxylic acid). The solvent is ClCCl (dichloromethane). Run at time 4 hour. The product is ClC1=CC=C(C(=N1)C(=O)N(C)C)C(F)(F)F (6-Chloro-N,N-dimethyl-3-(trifluoromethyl)pyridine-2-carboxamide). The yield is 42.5%. RXN SMILES: C(Cl)CCl.[CH3:5][NH:6][CH3:7].[Cl:8][C:9]1[N:14]=[C:13]([C:15](O)=[O:16])[C:12]([C:18]([F:21])([F:20])[F:19])=[CH:11][CH:10]=1.[Cl-].[NH4+]>ClCCl>[Cl:8][C:9]1[N:14]=[C:13]([C:15]([N:6]([CH3:7])[CH3:5])=[O:16])[C:12]([C:18]([F:21])([F:20])[F:19])=[CH:11][CH:10]=1 |f:3.4|. Procedure: EDC (650 mg, 3.39 mmol) and dimethylamine (2.0 M solution in THF, 2.30 mL, 4.60 mmol) were added at room temperature to a solution of 6-chloro-3-(trifluoromethyl)pyridine-2-carboxylic acid (516 mg, 2.29 mmol) in dichloromethane (20 mL), and the mixture was stirred at room temperature for 4 hours. A saturated ammonium chloride aqueous solution was added to the reaction solution, followed by extraction with dichloromethane. The obtained organic layer was washed with brine and dried over anhydrous ...